This data is from the Open Reaction Database (ORD), a public repository of structured organic reaction records. The task is: describe an organic reaction: reactants, conditions, products, and yield The reactants are [Al+3], C1CCOC1, O=C1OC(c2cc(F)ccc2OCc2ccccc2)c2ccccc21, CC(C)O, [H-], [H-], [H-], [H-], [Li+], [Na+], [OH-]. Yields the product OCc1ccccc1C(O)c1cc(F)ccc1OCc1ccccc1. As a reaction SMILES: [Al+3:2].[CH2:38]1[O:39][CH2:40][CH2:41][CH2:42]1.[CH2:7]([c:8]1[cH:9][cH:10][cH:11][cH:12][cH:13]1)[O:14][c:15]1[c:16]([CH:22]2[O:23][C:24](=[O:31])[c:25]3[cH:26][cH:27][cH:28][cH:29][c:30]32)[cH:17][c:18]([F:21])[cH:19][cH:20]1.[CH:32]([OH:33])([CH3:34])[CH3:35].[H-:1].[H-:4].[H-:5].[H-:6].[Li+:3].[Na+:37].[OH-:36]>>[CH2:7]([c:8]1[cH:9][cH:10][cH:11][cH:12][cH:13]1)[O:14][c:15]1[c:16]([CH:22]([OH:23])[c:30]2[c:25]([CH2:24][OH:31])[cH:26][cH:27][cH:28][cH:29]2)[cH:17][c:18]([F:21])[cH:19][cH:20]1. The reactants are CC(C)C(=O)Cl, Cl, Nc1cccc(-c2cccc3cc(C(=O)NC4CN5CCC4CC5)sc23)c1. Product: Cl, CC(C)C(=O)Nc1cccc(-c2cccc3cc(C(=O)NC4CN5CCC4CC5)sc23)c1. Reaction SMILES: [C:29]([CH:30]([CH3:31])[CH3:32])(=[O:33])[Cl:34].[ClH:1].[NH2:2][c:3]1[cH:4][c:5](-[c:9]2[cH:10][cH:11][cH:12][c:13]3[cH:14][c:15]([C:18](=[O:19])[NH:20][CH:21]4[CH2:22][N:23]5[CH2:24][CH2:25][CH:26]4[CH2:27][CH2:28]5)[s:16][c:17]23)[cH:6][cH:7][cH:8]1>>[ClH:34].[NH:2]([c:3]1[cH:4][c:5](-[c:9]2[cH:10][cH:11][cH:12][c:13]3[cH:14][c:15]([C:18](=[O:19])[NH:20][CH:21]4[CH2:22][N:23]5[CH2:24][CH2:25][CH:26]4[CH2:27][CH2:28]5)[s:16][c:17]23)[cH:6][cH:7][cH:8]1)[C:29]([CH:30]([CH3:31])[CH3:32])=[O:33]. Starting materials: Compound II, ClC1=CC=C(CNC(=O)NN(C)CC(=O)O)C=C1 (2-(2-(4-chlorobenzylcarbamoyl)-1-methylhydrazinyl)acetic acid), N[C@H](C(=O)N(CC1=CC=CC2=CC=CC=C12)[C@H](C(OCC)OCC)C)C ((S)-2-amino-N—((S)-1,1-diethoxypropan-2-yl)-N-(naphthalen-1-ylmethyl)propanamide). Procedure: According to the procedure described in the synthesis method of Compound II-15, 2-(2-(4-chlorobenzylcarbamoyl)-1-methylhydrazinyl)acetic acid (Compound VI-7) 114 mg (0.42 mmol) was coupled with (S)-2-amino-N—((S)-1,1-diethoxypropan-2-yl)-N-(naphthalen-1-ylmethyl)propanamide (Compound IV-10) 100 mg (0.28 mmol) to obtain the title compound. Reaction SMILES: [Cl:1][C:2]1[CH:18]=[CH:17][C:5]([CH2:6][NH:7][C:8]([NH:10][N:11]([CH2:13][C:14]([OH:16])=O)[CH3:12])=[O:9])=[CH:4][CH:3]=1.[NH2:19][C@@H:20]([CH3:44])[C:21]([N:23]([C@@H:35]([CH3:43])[CH:36]([O:40][CH2:41][CH3:42])[O:37][CH2:38][CH3:39])[CH2:24][C:25]1[C:34]2[C:29](=[CH:30][CH:31]=[CH:32][CH:33]=2)[CH:28]=[CH:27][CH:26]=1)=[O:22]>>[Cl:1][C:2]1[CH:3]=[CH:4][C:5]([CH2:6][NH:7][C:8](=[O:9])[NH:10][N:11]([CH2:13][C:14]([NH:19][C@@H:20]([CH3:44])[C:21]([N:23]([C@@H:35]([CH3:43])[CH:36]([O:40][CH2:41][CH3:42])[O:37][CH2:38][CH3:39])[CH2:24][C:25]2[C:34]3[C:29](=[CH:30][CH:31]=[CH:32][CH:33]=3)[CH:28]=[CH:27][CH:26]=2)=[O:22])=[O:16])[CH3:12])=[CH:17][CH:18]=1. Product: ClC1=CC=C(CNC(NN(C)CC(=O)N[C@H](C(=O)N(CC2=CC=CC3=CC=CC=C23)[C@H](C(OCC)OCC)C)C)=O)C=C1 (4-(4-chlorobenzyl)-1-(2-((S)-1-(((S)-1,1-diethoxypropan-2-yl)(naphthalen-1-ylmethyl)amino)-1-oxopropan-2-ylamino)-2-oxoethyl)-1-methylsemicarbazide). The reactants are CS(C)=O, CCN(C(C)C)C(C)C, O, c1ccc(-c2csc(N3CCNCC3)n2)cc1, O=C(Nc1cnns1)OCC(Cl)(Cl)Cl. The product is O=C(Nc1cnns1)N1CCN(c2nc(-c3ccccc3)cs2)CC1. RXN SMILES: [CH3:42][S:43](=[O:44])[CH3:45].[CH:32]([N:33]([CH:34]([CH3:35])[CH3:36])[CH2:37][CH3:38])([CH3:39])[CH3:40].[OH2:41].[c:15]1(-[c:21]2[n:22][c:23]([N:26]3[CH2:27][CH2:28][NH:29][CH2:30][CH2:31]3)[s:24][cH:25]2)[cH:16][cH:17][cH:18][cH:19][cH:20]1.[s:1]1[n:2][n:3][cH:4][c:5]1[NH:6][C:7]([O:8][CH2:9][C:10]([Cl:11])([Cl:12])[Cl:13])=[O:14]>>[s:1]1[n:2][n:3][cH:4][c:5]1[NH:6][C:7](=[O:14])[N:29]1[CH2:28][CH2:27][N:26]([c:23]2[n:22][c:21](-[c:15]3[cH:16][cH:17][cH:18][cH:19][cH:20]3)[cH:25][s:24]2)[CH2:31][CH2:30]1. Reactants: BrCCCC[C-]1SC=CC1 (2-(4-Bromobutyl)thiophene 1d), C(C)OP(OCC)OCC (triethylphosphite), O (water). Run at time 4 hour. The product is C(C)OP(OCC)(=O)CCCCC=1SC=CC1 (Diethyl-4-(2-thienyl)butylphosphonate). Yield: 82.0%. As a reaction SMILES: Br[CH2:2][CH2:3][CH2:4][CH2:5][C-:6]1[CH2:10][CH:9]=[CH:8][S:7]1.O.[CH2:12]([O:14][P:15]([O:19]CC)[O:16][CH2:17][CH3:18])[CH3:13]>>[CH2:12]([O:14][P:15]([CH2:2][CH2:3][CH2:4][CH2:5][C:6]1[S:7][CH:8]=[CH:9][CH:10]=1)(=[O:19])[O:16][CH2:17][CH3:18])[CH3:13]. Reported procedure: A solution of 1d (4.58 g, 0.02 mol) in 20 mL of triethylphosphite was heated at 160° C. for 20 hours, with nitrogen bubbling directly into the solution. The solution was cooled to room temperature and 50 mL of water was added; the resulting mixture was stirred for 4 hours. The product was extracted with methylene chloride, the organic layer was separated and washed with brine, then dried over anhydrous magnesium sulfate. Evaporation of the solvent yielded an oily residue, which was distilled und...